Dataset: the Open Reaction Database (ORD), a public repository of structured organic reaction records. Task: describe an organic reaction: reactants, conditions, products, and yield Reactants: CS(=O)(=O)Cl (methylsulfonylchloride), CS(=O)(=O)CC1=CC=C(S1)C(=O)OC (methyl 5-(methylsulfonylmethyl)thien-2-ylcarboxylate), ClC1=CC=C(C=C1)C(N1CC(C1)=O)C1=CC=C(C=C1)Cl (1-[bis(4-chlorophenyl)methyl]azetidin-3-one), CC(C)([O-])C.[K+] (potassium tert-butoxide). The solvent is C(C)OCC (ethyl ether), O1CCCC1 (tetrahydrofuran), O (water), O1CCCC1 (tetrahydrofuran). Reaction conditions: temperature -70 celsius. Yields the product ClC1=CC=C(C=C1)C(N1CC(C1)=CS(=O)(=O)CC1=CC=C(S1)C(=O)OC)C1=CC=C(C=C1)Cl (methyl 5-({1-[bis(4-chlorophenyl)methyl]azetidin-3-ylidene}methylsulfonylmethyl)thien-2-ylcarboxylate). Isolated yield 15.3%. RXN SMILES: [CH3:1][S:2]([CH2:5][C:6]1[S:10][C:9]([C:11]([O:13][CH3:14])=[O:12])=[CH:8][CH:7]=1)(=[O:4])=[O:3].[Cl:15][C:16]1[CH:21]=[CH:20][C:19]([CH:22]([C:28]2[CH:33]=[CH:32][C:31]([Cl:34])=[CH:30][CH:29]=2)[N:23]2[CH2:26][C:25](=O)[CH2:24]2)=[CH:18][CH:17]=1.CC(C)([O-])C.[K+].CS(Cl)(=O)=O>O1CCCC1.C(OCC)C.O>[Cl:34][C:31]1[CH:32]=[CH:33][C:28]([CH:22]([C:19]2[CH:18]=[CH:17][C:16]([Cl:15])=[CH:21][CH:20]=2)[N:23]2[CH2:26][C:25](=[CH:1][S:2]([CH2:5][C:6]3[S:10][C:9]([C:11]([O:13][CH3:14])=[O:12])=[CH:8][CH:7]=3)(=[O:4])=[O:3])[CH2:24]2)=[CH:29][CH:30]=1 |f:2.3|. Procedure: Methyl 5-({1-[bis(4-chlorophenyl)methyl]-azetidin-3-ylidene}methylsulfonylmethyl)thien-2-yl-carboxylate may be obtained in the following manner: 5.15 g of methyl 5-(methylsulfonylmethyl)thien-2-ylcarboxylate are added, at room temperature under an argon atmosphere, to a solution of 6.12 g of 1-[bis(4-chlorophenyl)methyl]azetidin-3-one in 200 cm3 of tetrahydrofuran and then the suspension obtained is cooled to −70° C. There are successively added 2.47 g of potassium tert-butoxide, and then after ... Starting materials: C(C)(=O)NC=1C=CC(=C(C(=O)CCC(=O)OC)C1)OCC(CNC(C)(C)C)O (Methyl 3-[5-acetamido-2-(3-t-butylamino-2-hydroxypropoxy)benzoyl]propionate), O.NN (hydrazine hydrate). Yields the product NC=1C=CC(=C(C1)C=1CCC(NN1)=O)OCC(CNC(C)(C)C)O (6-[5-amino-2-(3-t-butylamino-2-hydroxypropoxy)phenyl]-4,5-dihydro-3(2H)-pyridazinone). RXN SMILES: C([NH:4][C:5]1[CH:6]=[CH:7][C:8]([O:19][CH2:20][CH:21]([OH:28])[CH2:22][NH:23][C:24]([CH3:27])([CH3:26])[CH3:25])=[C:9]([CH:18]=1)[C:10]([CH2:12][CH2:13][C:14](OC)=[O:15])=O)(=O)C.O.[NH2:30][NH2:31]>>[NH2:4][C:5]1[CH:6]=[CH:7][C:8]([O:19][CH2:20][CH:21]([OH:28])[CH2:22][NH:23][C:24]([CH3:27])([CH3:26])[CH3:25])=[C:9]([C:10]2[CH2:12][CH2:13][C:14](=[O:15])[NH:30][N:31]=2)[CH:18]=1 |f:1.2|. Procedure: Methyl 3-[5-acetamido-2-(3-t-butylamino-2-hydroxypropoxy)benzoyl]propionate was hydrolysed by aqueous acid and the solution was neutralised and evaporated to dryness. 3-[5-Amino-2-(3-t-butylamino-2-hydroxypropoxy)benzoyl]propionic acid was extracted from the residue with hot ethanol and the combined extracts were evaporated to give the crude acid, which was cyclised by hydrazine hydrate as in Example 2(iv) to give 6-[5-amino-2-(3-t-butylamino-2-hydroxypropoxy)phenyl]-4,5-dihydro-3(2H)-pyridazino...